Dataset: the Open Reaction Database (ORD), a public repository of structured organic reaction records. Task: describe an organic reaction: reactants, conditions, products, and yield Starting materials: COC(=O)C(CO)N.Cl (DL-serinemethylester hydrochloride), C1(=CC=CC=C1)S(=O)(=O)Cl (benzenesulfonyl chloride). Yields the product COC(C(CO)NS(=O)(=O)C1=CC=CC=C1)=O (2-benzenesulfonylamino-3-hydroxy-propionic acid methyl ester). RXN SMILES: [CH3:1][O:2][C:3]([CH:5]([NH2:8])[CH2:6][OH:7])=[O:4].Cl.[C:10]1([S:16](Cl)(=[O:18])=[O:17])[CH:15]=[CH:14][CH:13]=[CH:12][CH:11]=1>>[CH3:1][O:2][C:3](=[O:4])[CH:5]([NH:8][S:16]([C:10]1[CH:15]=[CH:14][CH:13]=[CH:12][CH:11]=1)(=[O:18])=[O:17])[CH2:6][OH:7] |f:0.1|. Procedure details: In analogy to example 1, DL-serinemethylester hydrochloride was reacted with benzenesulfonyl chloride to give 2-benzenesulfonylamino-3-hydroxy-propionic acid methyl ester. Starting materials: Cl.ON1C(=NC=C1)C1=CC=C(C=C1)OC (1-hydroxy-2-(4-methoxyphenyl)imidazole, hydrochloride), CN(C(=O)Cl)C1=CC=CC=C1 (N-methyl-N-phenylcarbamoyl chloride). Yields the product COC1=CC=C(C=C1)C=1N(C=CN1)OC(N(C1=CC=CC=C1)C)=O (Methyl-phenyl-carbamic acid 2-(4-methoxy-phenyl)-imidazol-1-yl ester). RXN SMILES: Cl.[OH:2][N:3]1[CH:7]=[CH:6][N:5]=[C:4]1[C:8]1[CH:13]=[CH:12][C:11]([O:14][CH3:15])=[CH:10][CH:9]=1.[CH3:16][N:17]([C:21]1[CH:26]=[CH:25][CH:24]=[CH:23][CH:22]=1)[C:18](Cl)=[O:19]>>[CH3:15][O:14][C:11]1[CH:10]=[CH:9][C:8]([C:4]2[N:3]([O:2][C:18](=[O:19])[N:17]([CH3:16])[C:21]3[CH:26]=[CH:25][CH:24]=[CH:23][CH:22]=3)[CH:7]=[CH:6][N:5]=2)=[CH:13][CH:12]=1 |f:0.1|. Procedure: The title compound was prepared from 1-hydroxy-2-(4-methoxyphenyl)imidazole, hydrochloride and N-methyl-N-phenylcarbamoyl chloride applying the general procedure 8. The crude product was purified by flash chromatography (Quad flash 12, EtOAc-heptane) (89%, crystals). Yields the product N1N=NN=C1NC=NC1=C(C=CC=C1)C(=O)OC (N1 -(1H-tetrazol-5-yl)-N2 -(2-carbomethoxyphenyl)formamidine). Run in C(Cl)(Cl)(Cl)Cl (carbon tetrachloride). The reactants are O.NC1=NN=NN1 (5-aminotetrazole monohydrate), C(C)OC(OCC)OCC (triethoxymethane), C(C=1C(N)=CC=CC1)(=O)OC (methyl anthranilate). Conditions: time 16 hour. Procedure details: A mixture was prepared from 12.2 g of 5-aminotetrazole monohydrate, 71.3 g of triethoxymethane, 22.3 g of methyl anthranilate and 100 ml of carbon tetrachloride and this was refluxed under nitrogen with stirring for 16 hours. The mixture was then cooled to room temperature and the white crystals which formed were separated by filtration, washed with carbon tetrachloride and dried to give N1 -(1H-tetrazol-5-yl)-N2 -(2-carbomethoxyphenyl)formamidine melting at about 199°-200° C. RXN SMILES: O.[NH2:2][C:3]1[NH:7][N:6]=[N:5][N:4]=1.[CH2:8](OC(OCC)OCC)C.[C:18]([O:27][CH3:28])(=[O:26])[C:19]1[C:20](=[CH:22][CH:23]=[CH:24][CH:25]=1)[NH2:21]>C(Cl)(Cl)(Cl)Cl>[NH:4]1[C:3]([NH:2][CH:8]=[N:21][C:20]2[CH:22]=[CH:23][CH:24]=[CH:25][C:19]=2[C:18]([O:27][CH3:28])=[O:26])=[N:7][N:6]=[N:5]1 |f:0.1|. The reactants are CCOC(=O)c1nc(Br)c2sc(-c3ccccc3)nc2c1O, C[Sn](C)(C)C, CN(C)C=O, Cl[Pd]Cl, c1ccc(P(c2ccccc2)c2ccccc2)cc1, c1ccc(P(c2ccccc2)c2ccccc2)cc1. Yields the product CCOC(=O)c1nc(C)c2sc(-c3ccccc3)nc2c1O. As a reaction SMILES: [CH2:1]([CH3:2])[O:3][C:4](=[O:5])[c:6]1[c:7]([OH:22])[c:8]2[c:9]([c:10]([Br:12])[n:11]1)[s:13][c:14](-[c:16]1[cH:17][cH:18][cH:19][cH:20][cH:21]1)[n:15]2.[CH3:23][Sn:24]([CH3:25])([CH3:26])[CH3:27].[CH3:28][N:29]([CH3:30])[CH:31]=[O:32].[Pd:33]([Cl:34])[Cl:35].[c:36]1([P:37]([c:38]2[cH:39][cH:40][cH:41][cH:42][cH:43]2)[c:44]2[cH:45][cH:46][cH:47][cH:48][cH:49]2)[cH:50][cH:51][cH:52][cH:53][cH:54]1.[c:55]1([P:56]([c:57]2[cH:58][cH:59][cH:60][cH:61][cH:62]2)[c:63]2[cH:64][cH:65][cH:66][cH:67][cH:68]2)[cH:69][cH:70][cH:71][cH:72][cH:73]1>>[CH2:1]([CH3:2])[O:3][C:4](=[O:5])[c:6]1[c:7]([OH:22])[c:8]2[c:9]([c:10]([CH3:23])[n:11]1)[s:13][c:14](-[c:16]1[cH:17][cH:18][cH:19][cH:20][cH:21]1)[n:15]2.